Dataset: the Open Reaction Database (ORD), a public repository of structured organic reaction records. Task: describe an organic reaction: reactants, conditions, products, and yield Reactants: CI (Methyl iodide), CC1=C(C=C(C=C1)NC(C1=CC(=CC=C1)N1CCOCC1)=O)NC(C1=CC(=CC=C1)NS(=O)(=O)C)=O (N-[2-methyl-5-(3-morpholinobenzamido)phenyl]-3-methanesulphonylaminobenzamide), C([O-])([O-])=O.[Cs+].[Cs+] (caesium carbonate), CN(C)C=O (DMF), resultant mixture. Solvent: O (water). Run at temperature 50 celsius. Yields the product CC1=C(C=C(C=C1)NC(C1=CC(=CC=C1)N1CCOCC1)=O)NC(C1=CC(=CC=C1)N(C)S(=O)(=O)C)=O (N-[2-methyl-5-(3-morpholinobenzamido)phenyl]-3-(N-methylmethanesulphonylamino)benzamide). Isolated yield 57.2%. RXN SMILES: CI.[CH3:3][C:4]1[CH:9]=[CH:8][C:7]([NH:10][C:11](=[O:24])[C:12]2[CH:17]=[CH:16][CH:15]=[C:14]([N:18]3[CH2:23][CH2:22][O:21][CH2:20][CH2:19]3)[CH:13]=2)=[CH:6][C:5]=1[NH:25][C:26](=[O:38])[C:27]1[CH:32]=[CH:31][CH:30]=[C:29]([NH:33][S:34]([CH3:37])(=[O:36])=[O:35])[CH:28]=1.[C:39](=O)([O-])[O-].[Cs+].[Cs+].CN(C=O)C>O>[CH3:3][C:4]1[CH:9]=[CH:8][C:7]([NH:10][C:11](=[O:24])[C:12]2[CH:17]=[CH:16][CH:15]=[C:14]([N:18]3[CH2:19][CH2:20][O:21][CH2:22][CH2:23]3)[CH:13]=2)=[CH:6][C:5]=1[NH:25][C:26](=[O:38])[C:27]1[CH:32]=[CH:31][CH:30]=[C:29]([N:33]([S:34]([CH3:37])(=[O:35])=[O:36])[CH3:39])[CH:28]=1 |f:2.3.4|. Reported procedure: Methyl iodide (0.023 ml) was added to a mixture of N-[2-methyl-5-(3-morpholinobenzamido)phenyl]-3-methanesulphonylaminobenzamide (0.17 g), caesium carbonate (0.121 g) and DMF (10 ml) and the resultant mixture was stirred and heated to 50° C. for 72 hours. The reaction mixture was poured into water (200 ml). The precipitate was isolated, washed in turn with water and diethyl ether and dried under vacuum at 60° C. There was thus obtained the title compound (0.1 g); m.p. 208-209° C.; NMR Spectrum: ...